Dataset: the Open Reaction Database (ORD), a public repository of structured organic reaction records. Task: describe an organic reaction: reactants, conditions, products, and yield Starting materials: C1(=CC=CC=C1)C1(CCCCC1)CCCC(=O)OCC (ethyl 4-(1-phenylcyclohexyl)butanoate), [OH-].[Na+] (sodium hydroxide), Cl (HCl), [OH-].[Na+] (NaOH). Solvent: CO (MeOH). Conditions: time 5 hour. The product is C1(=CC=CC=C1)C1(CCCCC1)CCCC(=O)O (4-(1-Phenylcyclohexyl)butanoic acid). RXN SMILES: [C:1]1([C:7]2([CH2:13][CH2:14][CH2:15][C:16]([O:18]CC)=[O:17])[CH2:12][CH2:11][CH2:10][CH2:9][CH2:8]2)[CH:6]=[CH:5][CH:4]=[CH:3][CH:2]=1.[OH-].[Na+].Cl>CO>[C:1]1([C:7]2([CH2:13][CH2:14][CH2:15][C:16]([OH:18])=[O:17])[CH2:12][CH2:11][CH2:10][CH2:9][CH2:8]2)[CH:6]=[CH:5][CH:4]=[CH:3][CH:2]=1 |f:1.2|. Reported procedure: To a solution of ethyl 4-(1-phenylcyclohexyl)butanoate (0.211 g, 0.77 mmol) in MeOH (5 mL) was added 1M sodium hydroxide (1.155 mL, 1.155 mmol) and the mixture was stirred at room temperature for 5 hrs. Then an additional 0.39 ml of 1M NaOH was added and stirring was continued for 3 hrs. To the mixture was added 2 ml of 1N HCl and extracted with EtOAc (2×). The combined extracts were washed with brine, dried over Na2SO4 and evaporated to give an oily residue, which became white solid upon storin...